From a dataset of the Open Reaction Database (ORD), a public repository of structured organic reaction records. describe an organic reaction: reactants, conditions, products, and yield The reactants are CC(=O)O, CO, O=C1CCC2=C(Cc3ccccc32)N1. Product: O=C1CCC2c3ccccc3CC2N1. Reaction SMILES: [CH3:15][C:16](=[O:17])[OH:18].[CH3:19][OH:20].[NH:1]1[C:2]2=[C:3]([CH2:4][CH2:5][C:6]1=[O:7])[c:8]1[cH:9][cH:10][cH:11][cH:12][c:13]1[CH2:14]2>>[NH:1]1[CH:2]2[CH:3]([CH2:4][CH2:5][C:6]1=[O:7])[c:8]1[cH:9][cH:10][cH:11][cH:12][c:13]1[CH2:14]2. The reactants are ClC(C(=O)O)C (2-chloropropionic acid), [OH-].[Na+] (sodium hydroxide), 254, FC(C1=CC=C(OC2=CC=C(C=C2)O)C=C1)(F)F (4-(4'-trifluoromethylphenoxy)-phenol), 400, P(O)(O)(O)=O (phosphoric acid). The solvent is C=1(C(=CC=CC1)C)C (xylene), O (water), O (water). Reaction conditions: temperature 90 celsius, time 15 minute. The product is FC(C1=CC=C(OC2=CC=C(OC(C(=O)O)C)C=C2)C=C1)(F)F (2-[4'-(4" -trifluoromethylphenoxy)-phenoxy]-propionic acid). RXN SMILES: Cl[CH:2]([CH3:6])[C:3]([OH:5])=[O:4].[OH-].[Na+].[F:9][C:10]([F:26])([F:25])[C:11]1[CH:24]=[CH:23][C:14]([O:15][C:16]2[CH:21]=[CH:20][C:19]([OH:22])=[CH:18][CH:17]=2)=[CH:13][CH:12]=1.P(=O)(O)(O)O>O.C1(C)C(C)=CC=CC=1>[F:9][C:10]([F:25])([F:26])[C:11]1[CH:24]=[CH:23][C:14]([O:15][C:16]2[CH:17]=[CH:18][C:19]([O:22][CH:2]([CH3:6])[C:3]([OH:5])=[O:4])=[CH:20][CH:21]=2)=[CH:13][CH:12]=1 |f:1.2|. Reported procedure: 132.5 Parts of 2-chloropropionic acid (98% strength) and 199 parts of 50% sodium hydroxide solution are added simultaneously but separately at 110°-115° C. to a solution of 254 parts of 4-(4'-trifluoromethylphenoxy)-phenol in 1,000 parts of xylene. During the addition, the reaction temperature is maintained by azeotropic distillation of water in a water trap. The addition being complete, stirring is continued for 15 minutes at 110°-115° C., the batch is cooled to 90° C. and after addition of 400... Starting materials: NC=1C=C2CCCC2=CC1 (5-Aminoindan), BrN1C(CCC1=O)=O (N-bromosuccinimide). Run in CN(C=O)C (dimethylformamide), CN(C=O)C (dimethylformamide). Conditions: time 1.5 hour. Product: NC=1C=C2CCCC2=CC1Br (5-amino-6-bromoindan). The yield is 68.3%. Reaction SMILES: [NH2:1][C:2]1[CH:3]=[C:4]2[C:8](=[CH:9][CH:10]=1)[CH2:7][CH2:6][CH2:5]2.[Br:11]N1C(=O)CCC1=O>CN(C)C=O>[NH2:1][C:2]1[CH:3]=[C:4]2[C:8](=[CH:9][C:10]=1[Br:11])[CH2:7][CH2:6][CH2:5]2. Procedure details: 5-Aminoindan (3.0 g, 22.5 mmol) was dissolved in 10 ml of anhydrous dimethylformamide. A solution of N-bromosuccinimide (4.0 g, 22.5 mmol) in 10 ml anhydrous dimethylformamide was added, and the reaction mixture was stirred at room temperature for 1.5 hours. The reaction mixture was partitioned between ethyl acetate and water, and the separated organic layer washed twice with H2O, then with brine. Drying over Na2SO4 followed by filtration and evaporation of solvent gave a dark brown oil as the c... Reactants: CC(C)(C)OC(=O)N1CCC(c2ncnc3cc(F)ccc23)CC1, C1CNCCN1, CS(C)=O, O. Yields the product CC(C)(C)OC(=O)N1CCC(c2ncnc3cc(N4CCNCC4)ccc23)CC1. As a reaction SMILES: [C:7]([CH3:8])([CH3:9])([CH3:10])[O:11][C:12](=[O:13])[N:14]1[CH2:15][CH2:16][CH:17]([c:20]2[n:21][cH:22][n:23][c:24]3[cH:25][c:26]([F:30])[cH:27][cH:28][c:29]23)[CH2:18][CH2:19]1.[CH2:1]1[CH2:2][NH:3][CH2:4][CH2:5][NH:6]1.[CH3:31][S:32]([CH3:33])=[O:34].[OH2:35]>>[CH2:1]1[CH2:2][N:3]([c:26]2[cH:25][c:24]3[n:23][cH:22][n:21][c:20]([CH:17]4[CH2:16][CH2:15][N:14]([C:12]([O:11][C:7]([CH3:8])([CH3:9])[CH3:10])=[O:13])[CH2:19][CH2:18]4)[c:29]3[cH:28][cH:27]2)[CH2:4][CH2:5][NH:6]1. Reactants: ClC1=C(C=CC(=C1)Cl)C1=NC(=NC=C1CO)NCCNC(=O)OC(C)(C)C (N-(2-{[4-(2,4-dichlorophenyl)-5-(hydroxymethyl)pyrimidin-2-yl]amino}ethyl)(tert-butoxy)carboxamide). Solvent: FC(C(=O)O)(F)F (trifluoroacetic acid). Run at time 2 hour. Yields the product NCCNC1=NC=C(C(=N1)C1=C(C=C(C=C1)Cl)Cl)CO ({2-[(2-aminoethyl)amino]-4-(2,4-dichlorophenyl)pyrimidin-5-yl]methan-1-ol). RXN SMILES: [Cl:1][C:2]1[CH:7]=[C:6]([Cl:8])[CH:5]=[CH:4][C:3]=1[C:9]1[C:14]([CH2:15][OH:16])=[CH:13][N:12]=[C:11]([NH:17][CH2:18][CH2:19][NH:20]C(OC(C)(C)C)=O)[N:10]=1>FC(F)(F)C(O)=O>[NH2:20][CH2:19][CH2:18][NH:17][C:11]1[N:10]=[C:9]([C:3]2[CH:4]=[CH:5][C:6]([Cl:8])=[CH:7][C:2]=2[Cl:1])[C:14]([CH2:15][OH:16])=[CH:13][N:12]=1. Procedure: N-(2-{[4-(2,4-dichlorophenyl)-5-(hydroxymethyl)pyrimidin-2-yl]amino}ethyl)(tert-butoxy)carboxamide (372 mg, 0.90 mmol) was dissolved in 2 mL of anhdyrous trifluoroacetic acid and stirred at room temperature for 2 h. Evaporation of the solvent afforded {2-[(2-aminoethyl)amino]-4-(2,4-dichlorophenyl)pyrimidin-5-yl]methan-1-ol, as its trifluoracetate salt, in quantitative yield. Yields the product [Si](C1=CC=CC=C1)(C1=CC=CC=C1)(C(C)(C)C)OC[C@H]1N(C[C@@H](C1)O)C(=O)OC(C)(C)C ((2S,4R)-tert-butyl 2-((tert-butyldiphenylsilyloxy)methyl)-4-hydroxypyrrolidine-1-carboxylate). The reactants are C([O-])(O)=O.[Na+] (sodium bicarbonate), C(=O)(OC(C)(C)C)N1[C@@H](C[C@H](C1)O)CO (1-N-Boc-(2S,4R)-4-hydroxy-2-(hydroxymethyl)-pyrrolidine), C(C)(C)(C)[Si](C1=CC=CC=C1)(C1=CC=CC=C1)Cl (tert-butylchlorodiphenylsilane), N1C=NC=C1 (imidazole). Run in C(C)(=O)OCC (Ethyl acetate), CN(C)C=O (DMF). Procedure details: 1-N-Boc-(2S,4R)-4-hydroxy-2-(hydroxymethyl)-pyrrolidine (500 mg) was dissolved in DMF (4.0 ml), and imidazole (164 mg) was added to the dissolution. After cooling to 0° C., tert-butylchlorodiphenylsilane (616 μl) was added to the mixture, and stirred for 1 hour. Ethyl acetate and a saturated aqueous sodium bicarbonate solution were added to the reaction mixture to separate the organic layer. After being washed with a saturated sodium chloride solution, the organic layer was dried over anhydrous ... Conditions: temperature 0 celsius, time 1 hour. Reaction SMILES: [C:1]([N:8]1[CH2:12][C@H:11]([OH:13])[CH2:10][C@H:9]1[CH2:14][OH:15])([O:3][C:4]([CH3:7])([CH3:6])[CH3:5])=[O:2].N1C=CN=C1.[C:21]([Si:25](Cl)([C:32]1[CH:37]=[CH:36][CH:35]=[CH:34][CH:33]=1)[C:26]1[CH:31]=[CH:30][CH:29]=[CH:28][CH:27]=1)([CH3:24])([CH3:23])[CH3:22].C(=O)(O)[O-].[Na+]>CN(C=O)C.C(OCC)(=O)C>[Si:25]([O:15][CH2:14][C@@H:9]1[CH2:10][C@@H:11]([OH:13])[CH2:12][N:8]1[C:1]([O:3][C:4]([CH3:7])([CH3:6])[CH3:5])=[O:2])([C:21]([CH3:24])([CH3:23])[CH3:22])([C:32]1[CH:33]=[CH:34][CH:35]=[CH:36][CH:37]=1)[C:26]1[CH:31]=[CH:30][CH:29]=[CH:28][CH:27]=1 |f:3.4|.